From a dataset of the Open Reaction Database (ORD), a public repository of structured organic reaction records. describe an organic reaction: reactants, conditions, products, and yield Reactants: CSc1nccc(-c2cc(C#N)c(O)nc2-c2ccc(F)cc2)n1, CN(C)C=O, O=P(Cl)(Cl)Cl. Yields the product CSc1nccc(-c2cc(C#N)c(Cl)nc2-c2ccc(F)cc2)n1. RXN SMILES: [F:1][c:2]1[cH:3][cH:4][c:5](-[c:8]2[c:9](-[c:17]3[n:18][c:19]([S:23][CH3:24])[n:20][cH:21][cH:22]3)[cH:10][c:11]([C:15]#[N:16])[c:12]([OH:14])[n:13]2)[cH:6][cH:7]1.[O:30]=[CH:31][N:32]([CH3:33])[CH3:34].[P:25]([Cl:26])([Cl:27])([Cl:28])=[O:29]>>[F:1][c:2]1[cH:3][cH:4][c:5](-[c:8]2[c:9](-[c:17]3[n:18][c:19]([S:23][CH3:24])[n:20][cH:21][cH:22]3)[cH:10][c:11]([C:15]#[N:16])[c:12]([Cl:27])[n:13]2)[cH:6][cH:7]1.